Dataset: the Open Reaction Database (ORD), a public repository of structured organic reaction records. Task: describe an organic reaction: reactants, conditions, products, and yield Reactants: COC(=O)C(=Cc1cc(F)c2c(c1)OCO2)C(=O)OC(C)(C)C, CO. Yields the product COC(=O)C(Cc1cc(F)c2c(c1)OCO2)C(=O)OC(C)(C)C. As a reaction SMILES: [C:1]([CH3:2])([CH3:3])([CH3:4])[O:5][C:6](=[O:7])[C:8]([C:9](=[O:10])[O:11][CH3:12])=[CH:13][c:14]1[cH:15][c:16]2[c:17]([c:21]([F:23])[cH:22]1)[O:18][CH2:19][O:20]2.[CH3:24][OH:25]>>[C:1]([CH3:2])([CH3:3])([CH3:4])[O:5][C:6](=[O:7])[CH:8]([C:9](=[O:10])[O:11][CH3:12])[CH2:13][c:14]1[cH:15][c:16]2[c:17]([c:21]([F:23])[cH:22]1)[O:18][CH2:19][O:20]2. The reactants are BrCC(=O)C=1C=C(C=CC1)C1=NC2=C(NC(C1)=O)C=C(C(=C2)N(C)C)Cl (4-(3-bromoacetyl-phenyl)-8-chloro-7-dimethylamino-1,3-dihydro-benzo[b][1,4]diazepin-2-one), NC(=S)N (thiourea). Run in C1CCOC1 (THF), CCOC(=O)C (AcOEt). Run at temperature 60 celsius. Yields the product NC=1SC=C(N1)C=1C=C(C=CC1)C1=NC2=C(NC(C1)=O)C=C(C(=C2)N(C)C)Cl (4-[3-(2-Amino-thiazol-4-yl)-phenyl]-8-chloro-7-dimethylamino-1,3-dihydro-benzo[b][1,4]diazepin-2-one). Isolated yield 20.2%. Reaction SMILES: Br[CH2:2][C:3]([C:5]1[CH:6]=[C:7]([C:11]2[CH2:17][C:16](=[O:18])[NH:15][C:14]3[CH:19]=[C:20]([Cl:26])[C:21]([N:23]([CH3:25])[CH3:24])=[CH:22][C:13]=3[N:12]=2)[CH:8]=[CH:9][CH:10]=1)=O.[NH2:27][C:28]([NH2:30])=[S:29]>C1COCC1.CCOC(C)=O>[NH2:30][C:28]1[S:29][CH:2]=[C:3]([C:5]2[CH:6]=[C:7]([C:11]3[CH2:17][C:16](=[O:18])[NH:15][C:14]4[CH:19]=[C:20]([Cl:26])[C:21]([N:23]([CH3:25])[CH3:24])=[CH:22][C:13]=4[N:12]=3)[CH:8]=[CH:9][CH:10]=2)[N:27]=1. Reported procedure: A mixture of 4-(3-bromoacetyl-phenyl)-8-chloro-7-dimethylamino-1,3-dihydro-benzo[b][1,4]diazepin-2-one (0.73 g) (Example 193a) and thiourea (0.13 g) in THF (10 mL) was heated to 60° C. for 15 min. The mixture was diluted with AcOEt and washed with sat. NaHCO3 solution and with brine. The organic layer was dried and evaporated and the residue was stirred with CH2Cl2 to give the title compound (0.14 g) as yellow solid. Yields the product C(C)C(COC(=O)N=C=O)CCCC (2-ethylhexyloxycarbonyl isocyanate). Solvent: ClC1=CC=CC=C1 (chlorobenzene). Isolated yield 85.0%. Procedure: 138.6 g of 2-ethylhexyl carbamate were initially introduced in melted form and 93 g of phosgene were passed into the melt at 80° C. within 3.25 hours, the gas outlet stream being passed through a reflux condenser cooled to -78° C. 800 g of chlorobenzene and 5.0 g of methylstearylformamide were then added, the mixture was heaLed to 120° C., and 48 g of phosgene were passed into the mixture within 3 hours. The mixture was stirred for a further 1 hour at 130° C. and excess phosgene was subsequently... Conditions: temperature -78 celsius, time 3.25 hour. The reactants are C(=O)(Cl)Cl (phosgene), C(N)(OCC(CCCC)CC)=O (2-ethylhexyl carbamate), C(=O)(Cl)Cl (phosgene), C(=O)(Cl)Cl (phosgene). As a reaction SMILES: [C:1](=[O:12])([O:3][CH2:4][CH:5]([CH2:10][CH3:11])[CH2:6][CH2:7][CH2:8][CH3:9])[NH2:2].[C:13](Cl)(Cl)=[O:14]>CCCCCCCCCCCCCCCCCCCNC=O.ClC1C=CC=CC=1>[CH2:10]([CH:5]([CH2:6][CH2:7][CH2:8][CH3:9])[CH2:4][O:3][C:1]([N:2]=[C:13]=[O:14])=[O:12])[CH3:11]. The reagents and catalysts are CCCCCCCCCCCCCCCCCCCNC=O (methylstearylformamide). Starting materials: [H-].[Na+] (NaH), C1(=CC=CC=C1)C(CCOS(=O)(=O)C)C1=CC=CC=C1 (3, 3-diphenyl-1-methanesulfonyloxypropane), OC1=CC=C(C=C1)N1CCNCC1 (4-(4-Hydroxyphenyl)piperazine), oxalate salt, C(C(=O)O)(=O)O (oxalic acid). The solvent is CN(C)C=O (DMF), CN1CCCC1=O (NMP), CCCCC (pentane), CC(C)O (i-PrOH). Run at temperature 60 celsius. Yields the product C(C(=O)O)(=O)O.C1(=CC=CC=C1)C(CCOC1=CC=C(C=C1)N1CCNCC1)C1=CC=CC=C1 (4-[4-(3,3-DIPHENYLPROPOXY)PHENYL]PIPERAZINE OXALATE). Reaction SMILES: [OH:1][C:2]1[CH:7]=[CH:6][C:5]([N:8]2[CH2:13][CH2:12][NH:11][CH2:10][CH2:9]2)=[CH:4][CH:3]=1.[H-].[Na+].[C:16]1([CH:22]([C:30]2[CH:35]=[CH:34][CH:33]=[CH:32][CH:31]=2)[CH2:23][CH2:24]OS(C)(=O)=O)[CH:21]=[CH:20][CH:19]=[CH:18][CH:17]=1.[C:36]([OH:41])(=[O:40])[C:37]([OH:39])=[O:38]>CN(C=O)C.CN1C(=O)CCC1.CC(O)C.CCCCC>[C:36]([OH:41])(=[O:40])[C:37]([OH:39])=[O:38].[C:16]1([CH:22]([C:30]2[CH:31]=[CH:32][CH:33]=[CH:34][CH:35]=2)[CH2:23][CH2:24][O:1][C:2]2[CH:3]=[CH:4][C:5]([N:8]3[CH2:13][CH2:12][NH:11][CH2:10][CH2:9]3)=[CH:6][CH:7]=2)[CH:21]=[CH:20][CH:19]=[CH:18][CH:17]=1 |f:1.2,9.10|. Reported procedure: 4-(4-Hydroxyphenyl)piperazine (0.356 g, 2 mmol) is added to a stirred a pentane washed suspension of 60% NaH (0.088 g, 2.2 mmol) in DMF (5 mL) under N2 and the reaction mixture was heated to 60° C. for approximately 10 min (until the effervescence ceased). To the clear dark solution 3, 3-diphenyl-1-methanesulfonyloxypropane in NMP (3 mL) is added at once and the reaction mixture is heated to 90° C. over the weekend. (~65 h) NMP is removed in vacuo at 100° C. and the residue is taken up in CH2Cl2... Reactants: C(C(=O)Cl)(=O)Cl (oxalyl chloride), COC1=C(C(=O)O)C=C(C=C1)S(=O)(=O)OC1=CC=CC=C1 (2-methoxy-5-phenoxysulfonylbenzoic acid), CN(C)C=O (DMF). The solvent is C1(=CC=CC=C1)C (toluene). Reaction conditions: time 2 hour. Yields the product COC1=C(C(=O)Cl)C=C(C=C1)S(=O)(=O)OC1=CC=CC=C1 (2-Methoxy-5-Phenoxysulfonylbenzoyl chloride). The yield is 95.1%. Reaction SMILES: [CH3:1][O:2][C:3]1[CH:11]=[CH:10][C:9]([S:12]([O:15][C:16]2[CH:21]=[CH:20][CH:19]=[CH:18][CH:17]=2)(=[O:14])=[O:13])=[CH:8][C:4]=1[C:5](O)=[O:6].C(Cl)(=O)C([Cl:25])=O.CN(C=O)C>C1(C)C=CC=CC=1>[CH3:1][O:2][C:3]1[CH:11]=[CH:10][C:9]([S:12]([O:15][C:16]2[CH:21]=[CH:20][CH:19]=[CH:18][CH:17]=2)(=[O:14])=[O:13])=[CH:8][C:4]=1[C:5]([Cl:25])=[O:6]. Reported procedure: To a suspension of 2-methoxy-5-phenoxysulfonylbenzoic acid (4.0 g, 13 mmol) in dry toluene (100 mL) was added oxalyl chloride (2.3 mL, 26 mmol) at room temperature. A drop of DMF was added and the mixture stirred at room temperature for 2 h. The mixture was evaporated in vacuo and the residue triturated with 1:1 toluene/hexane to give the title compound as a solid (4.04 g). Reactants: NC1=NC2=NC=CN=C2C(=N1)N(C)C (2-amino-4-dimethylaminopteridine), COC(=O)C1=C(C=CC=C1)S(=O)(=O)N=C=O (2-methoxycarbonylphenylsulfonyl isocyanate). Run in C(C)#N (acetonitrile). Yields the product CN(C1=NC(=NC2=NC=CN=C12)NC(=O)NS(=O)(=O)C1=C(C=CC=C1)C(=O)OC)C (N-(4-dimethylaminopteridin-2-yl)-N'-(2-methoxycarbonylphenylsulfonyl)-urea). The yield is 85.2%. As a reaction SMILES: [NH2:1][C:2]1[N:11]=[C:10]([N:12]([CH3:14])[CH3:13])[C:9]2[C:4](=[N:5][CH:6]=[CH:7][N:8]=2)[N:3]=1.[CH3:15][O:16][C:17]([C:19]1[CH:24]=[CH:23][CH:22]=[CH:21][C:20]=1[S:25]([N:28]=[C:29]=[O:30])(=[O:27])=[O:26])=[O:18]>C(#N)C>[CH3:13][N:12]([CH3:14])[C:10]1[C:9]2[C:4](=[N:5][CH:6]=[CH:7][N:8]=2)[N:3]=[C:2]([NH:1][C:29]([NH:28][S:25]([C:20]2[CH:21]=[CH:22][CH:23]=[CH:24][C:19]=2[C:17]([O:16][CH3:15])=[O:18])(=[O:27])=[O:26])=[O:30])[N:11]=1. Procedure: A mixture of 1.3 g (0.0068 mol) of 2-amino-4-dimethylaminopteridine and 1.7 g of 2-methoxycarbonylphenylsulfonyl isocyanate in 40 ml of acetonitrile was refluxed for 4 hours and the hot mixture was vacuum filtered to obtain 2.5 g (85% of theory) of N-(4-dimethylaminopteridin-2-yl)-N'-(2-methoxycarbonylphenylsulfonyl)-urea in the form of brownish crystals melting at 219° C. Reactants: CCOC(=O)c1nc(Br)c2nc(C(C)(C)C)sc2c1O, C[Sn](C)(C)C, CCOC(C)=O, CN(C)C=O. Yields the product CCOC(=O)c1nc(C)c2nc(C(C)(C)C)sc2c1O. RXN SMILES: [CH2:1]([CH3:2])[O:3][C:4](=[O:5])[c:6]1[c:7]([OH:20])[c:8]2[c:9]([c:10]([Br:12])[n:11]1)[n:13][c:14]([C:16]([CH3:17])([CH3:18])[CH3:19])[s:15]2.[CH3:21][Sn:22]([CH3:23])([CH3:24])[CH3:25].[CH3:31][CH2:32][O:33][C:34](=[O:35])[CH3:36].[O:26]=[CH:27][N:28]([CH3:29])[CH3:30]>>[CH2:1]([CH3:2])[O:3][C:4](=[O:5])[c:6]1[c:7]([OH:20])[c:8]2[c:9]([c:10]([CH3:21])[n:11]1)[n:13][c:14]([C:16]([CH3:17])([CH3:18])[CH3:19])[s:15]2. Reactants: [BH3-]C#N, Cc1c(C=O)cn(S(=O)(=O)c2ccccc2)c1-c1ccccc1, C[NH3+], CO, [Cl-], [Na+]. Product: CNCc1cn(S(=O)(=O)c2ccccc2)c(-c2ccccc2)c1C, Cl. As a reaction SMILES: [C:27](#[N:28])[BH3-:29].[CH3:1][c:2]1[c:3]([CH:22]=[O:23])[cH:4][n:5]([S:13](=[O:14])(=[O:15])[c:16]2[cH:17][cH:18][cH:19][cH:20][cH:21]2)[c:6]1-[c:7]1[cH:8][cH:9][cH:10][cH:11][cH:12]1.[CH3:25][NH3+:26].[CH3:31][OH:32].[Cl-:24].[Na+:30]>>[CH3:1][c:2]1[c:3]([CH2:22][NH:28][CH3:27])[cH:4][n:5]([S:13](=[O:14])(=[O:15])[c:16]2[cH:17][cH:18][cH:19][cH:20][cH:21]2)[c:6]1-[c:7]1[cH:8][cH:9][cH:10][cH:11][cH:12]1.[ClH:24]. Starting materials: CC1=CC=CC(=N1)S(=O)(=O)Cl (6-methylpyridine-2-sulfonyl chloride), NC=1C=C(C(=O)OCC)C=CC1 (ethyl 3-aminobenzoate), N1=C(C=CC=C1)S(=O)(=O)NC=1C=C(C(=O)O)C=CC1 (3-(pyridine-2-sulfonamido)benzoic acid). The product is CC1=CC=CC(=N1)S(=O)(=O)NC=1C=C(C(=O)O)C=CC1 (3-(6-Methyl-pyridine-2-sulfonylamino)-benzoic acid). The yield is 94.0%. As a reaction SMILES: [CH3:1][C:2]1[N:7]=[C:6]([S:8](Cl)(=[O:10])=[O:9])[CH:5]=[CH:4][CH:3]=1.[NH2:12][C:13]1[CH:14]=[C:15]([CH:21]=[CH:22][CH:23]=1)[C:16]([O:18]CC)=[O:17].N1C=CC=CC=1S(NC1C=C(C=CC=1)C(O)=O)(=O)=O>>[CH3:1][C:2]1[N:7]=[C:6]([S:8]([NH:12][C:13]2[CH:14]=[C:15]([CH:21]=[CH:22][CH:23]=2)[C:16]([OH:18])=[O:17])(=[O:10])=[O:9])[CH:5]=[CH:4][CH:3]=1. Procedure: Intermediate 5b (solid) is prepared using intermediate 4c and ethyl 3-aminobenzoate using the procedure described for 5a. The reactants are BrBr (bromine), N1CCC=2C1=NC=CC2 (2,3-Dihydro-1H-pyrrolo[2,3-b]pyridine), S(=S)(=O)([O-])[O-].[Na+].[Na+] (sodium thiosulfate). Run in ClCCl (dichloromethane), N1=CC=CC=C1 (pyridine), ClCCl (dichloromethane). Run at temperature 0 celsius, time 20 minute. Yields the product BrC=1C=C2C(=NC1)NCC2 (5-Bromo-2,3-dihydro-1H-pyrrolo[2,3-b]pyridine). Isolated yield 38.8%. Reaction SMILES: [NH:1]1[C:5]2=[N:6][CH:7]=[CH:8][CH:9]=[C:4]2[CH2:3][CH2:2]1.[Br:10]Br.S([O-])([O-])(=O)=S.[Na+].[Na+]>N1C=CC=CC=1.ClCCl>[Br:10][C:8]1[CH:9]=[C:4]2[CH2:3][CH2:2][NH:1][C:5]2=[N:6][CH:7]=1 |f:2.3.4|. Procedure details: 2,3-Dihydro-1H-pyrrolo[2,3-b]pyridine (4.40 g, 36.6 mmol) in a mixture of pyridine (4.4 mL) and dichloromethane (20 mL) was gradually added dropwise to bromine (7.00 g, 43.8 mmol) in dichloromethane (20 mL) cooled to 0° C., and the resulting reaction mixture was stirred at 0° C. for 20 minutes, after addition of saturated aqueous sodium thiosulfate, the reaction mixture was extracted with chloroform, and the organic layer was dried over anhydrous sodium sulfate and concentrated under reduced pre...